From a dataset of the Open Reaction Database (ORD), a public repository of structured organic reaction records. describe an organic reaction: reactants, conditions, products, and yield The solvent is CCO (EtOH), [Pd] (Pd/C). Yields the product CC1=C(C(NC(=C1)C)=O)CNC(=O)C=1C2=C(N=C(C1)C1CCN(CC1)S(=O)(=O)C)N(N=C2)C(C)C (N-((4,6-dimethyl-2-oxo-1,2-dihydropyridin-3-yl)methyl)-1-isopropyl-6-(1-(methylsulfonyl)piperidin-4-yl)-1H-pyrazolo[3,4-b]pyridine-4-carboxamide). The reactants are CC1=C(C(NC(=C1)C)=O)CNC(=O)C=1C2=C(N=C(C1)C=1CCN(CC1)S(=O)(=O)C)N(N=C2)C(C)C (N-((4,6-dimethyl-2-oxo-1,2-dihydropyridin-3-yl)methyl)-1-isopropyl-6-(1-(methylsulfonyl)-1,2,3,6-tetrahydropyridin-4-yl)-1H-pyrazolo[3,4-b]pyridine-4-carboxamide). Run at time 3.5 hour. Isolated yield 12.0%. Procedure: To a stirred solution of N-((4,6-dimethyl-2-oxo-1,2-dihydropyridin-3-yl)methyl)-1-isopropyl-6-(1-(methylsulfonyl)-1,2,3,6-tetrahydropyridin-4-yl)-1H-pyrazolo[3,4-b]pyridine-4-carboxamide (0.08 g, 0.16 mmol) in EtOH (2 mL), 10% Pd/C in catalytic amount was added and stirred it at room temperature under hydrogen pressure (balloon pressure) for 3-4 hr. On completion of reaction, reaction mass was filtered through celite bed, then filtrate was concentrated under reduce pressure, finally the residue ... As a reaction SMILES: [CH3:1][C:2]1[CH:7]=[C:6]([CH3:8])[NH:5][C:4](=[O:9])[C:3]=1[CH2:10][NH:11][C:12]([C:14]1[C:15]2[CH:32]=[N:31][N:30]([CH:33]([CH3:35])[CH3:34])[C:16]=2[N:17]=[C:18]([C:20]2[CH2:21][CH2:22][N:23]([S:26]([CH3:29])(=[O:28])=[O:27])[CH2:24][CH:25]=2)[CH:19]=1)=[O:13]>CCO.[Pd]>[CH3:1][C:2]1[CH:7]=[C:6]([CH3:8])[NH:5][C:4](=[O:9])[C:3]=1[CH2:10][NH:11][C:12]([C:14]1[C:15]2[CH:32]=[N:31][N:30]([CH:33]([CH3:35])[CH3:34])[C:16]=2[N:17]=[C:18]([CH:20]2[CH2:21][CH2:22][N:23]([S:26]([CH3:29])(=[O:28])=[O:27])[CH2:24][CH2:25]2)[CH:19]=1)=[O:13]. Reactants: COc1cc(C(F)(F)F)cc(C(F)(F)F)c1C(=O)NC1CCCCC1N, O=C1CCSCC1. Yields the product COc1cc(C(F)(F)F)cc(C(F)(F)F)c1C(=O)NC1CCCCC1NC1CCSCC1. Reaction SMILES: [NH2:1][CH:2]1[CH:3]([NH:8][C:9]([c:10]2[c:11]([O:24][CH3:25])[cH:12][c:13]([C:20]([F:21])([F:22])[F:23])[cH:14][c:15]2[C:16]([F:17])([F:18])[F:19])=[O:26])[CH2:4][CH2:5][CH2:6][CH2:7]1.[S:27]1[CH2:28][CH2:29][C:30](=[O:33])[CH2:31][CH2:32]1>>[NH:1]([CH:2]1[CH:3]([NH:8][C:9]([c:10]2[c:11]([O:24][CH3:25])[cH:12][c:13]([C:20]([F:21])([F:22])[F:23])[cH:14][c:15]2[C:16]([F:17])([F:18])[F:19])=[O:26])[CH2:4][CH2:5][CH2:6][CH2:7]1)[CH:30]1[CH2:29][CH2:28][S:27][CH2:32][CH2:31]1. The reactants are ClC(C(=O)OC)C(C)=O (Methyl 2-chloro-3-oxobutanoate), N1=C(C=CC=C1)C(N)=S (pyridine-2-carbothioamide). Solvent: C(C)O (ethanol), C(C)O (ethanol). Reaction conditions: temperature 50 celsius, time 1 hour. Yields the product CC=1N=C(SC1C(=O)OC)C1=NC=CC=C1 (methyl 4-methyl-2-(pyridin-2-yl)thiazole-5-carboxylate). As a reaction SMILES: [N:1]1[CH:6]=[CH:5][CH:4]=[CH:3][C:2]=1[C:7](=[S:9])[NH2:8].Cl[CH:11]([C:16](=O)[CH3:17])[C:12]([O:14][CH3:15])=[O:13]>C(O)C>[CH3:17][C:16]1[N:8]=[C:7]([C:2]2[CH:3]=[CH:4][CH:5]=[CH:6][N:1]=2)[S:9][C:11]=1[C:12]([O:14][CH3:15])=[O:13]. Procedure: A mixture of pyridine-2-carbothioamide (5.00 g) and ethanol (15 mL) was heated at 50° C. Methyl 2-chloro-3-oxobutanoate (4.41 mL) was slowly added to this solution over 10 minutes. The solution was heated at 70° C. for 18 hours. The solution was cooled to room temperature and 50% ethanol (20 mL) was added. The solution was cooled to 0° C. and stirred for 1 hour. The solution was filtered and dried over vacuum to obtain the title compound (4.90 g) with the following physical data. Starting materials: C(C)(C)(C)OC(=O)N1CCC(=CC1)C=1SC2=C(N1)C=CC(=C2)Cl (1-tert-butoxycarbonyl-4-(6-chlorobenzothiazol-2-yl)-1,2,3,6-tetrahydropyridine), [H][H] (hydrogen). The reagents and catalysts are [Pt]=O (platinum oxide). Solvent: CO (methanol). The product is C(C)(C)(C)OC(=O)N1CCC(CC1)C=1SC2=C(N1)C=CC(=C2)Cl.ClC2=CC1=C(N=C(S1)C1CCNCC1)C=C2 (4-(6-chlorobenzothiazol -2-yl) piperidine 1-tert -butoxycarbonyl-4-(6-chlorobenzothiazol-2-yl)piperidine). The yield is 81.1%. As a reaction SMILES: [C:1]([O:5][C:6]([N:8]1[CH2:13][CH:12]=[C:11]([C:14]2[S:15][C:16]3[CH:22]=[C:21]([Cl:23])[CH:20]=[CH:19][C:17]=3[N:18]=2)[CH2:10][CH2:9]1)=[O:7])([CH3:4])([CH3:3])[CH3:2].[H][H]>CO.[Pt]=O>[C:1]([O:5][C:6]([N:8]1[CH2:13][CH2:12][CH:11]([C:14]2[S:15][C:16]3[CH:22]=[C:21]([Cl:23])[CH:20]=[CH:19][C:17]=3[N:18]=2)[CH2:10][CH2:9]1)=[O:7])([CH3:4])([CH3:2])[CH3:3].[Cl:23][C:21]1[CH:20]=[CH:19][C:17]2[N:18]=[C:14]([CH:11]3[CH2:10][CH2:9][NH:8][CH2:13][CH2:12]3)[S:15][C:16]=2[CH:22]=1 |f:4.5|. Procedure details: A mixture of 0.939 gm (2.7 mMol) 1-tert-butoxycarbonyl-4-(6-chlorobenzothiazol-2-yl)-1,2,3,6-tetrahydropyridine and a catalytic amount of platinum oxide in 20 mL methanol was stirred at room temperature under about 1 atmosphere of hydrogen for about 3 hours. The reaction mixture was concentrated under reduced pressure, the residue dissolved in a minimal volume of ethyl acetate, and the mixture filtered through a bed of flash silica gel, eluting with 1:1 hexane:ethyl acetate. The filtrate was con... The reactants are S(=O)(Cl)Cl (Thionyl chloride), ClC=1C=C(C=CC1)CC(=O)O (3-chlorophenylacetic acid), CO (methanol). Conditions: temperature 80 celsius. The product is ClC=1C=C(C=CC1)CC(=O)OC (methyl 2-(3-chlorophenyl)acetate). As a reaction SMILES: S(Cl)(Cl)=O.[Cl:5][C:6]1[CH:7]=[C:8]([CH2:12][C:13]([OH:15])=[O:14])[CH:9]=[CH:10][CH:11]=1.[CH3:16]O>>[Cl:5][C:6]1[CH:7]=[C:8]([CH2:12][C:13]([O:15][CH3:16])=[O:14])[CH:9]=[CH:10][CH:11]=1. Procedure: Thionyl chloride (11 g, 100 mmol) was added dropwise to a mixture of 3-chlorophenylacetic acid (1.7 g, 10 mmol) in methanol (20 mL) at 0° C. The resulting mixture was refluxed at 80° C. for 12 hours. The volatiles were removed under vacuum and the residue was diluted with water and extracted with ethyl acetate. The combined organic solution was washed with water, dried over sodium sulfate and the concentrated to give 1.5 g of methyl 2-(3-chlorophenyl)acetate as a yellow oil, which was used witho... The reactants are ClC1=CC(=C(C=C1)[N+](=O)[O-])[N+](=O)[O-] (4-chloro-1,2-dinitrobenzene), alkali metal hydroxide, [N+](=O)([O-])C1=C(C=C(C=C1)N)O (2-nitro-5-aminophenol). The reagents and catalysts are [Cu]Cl (copper(I) chloride). Product: [N+](=O)([O-])C1=C(C=C(C=C1)Cl)O (2-nitro-5-chlorophenol). Reaction SMILES: [Cl:1][C:2]1[CH:7]=[CH:6][C:5]([N+:8]([O-:10])=[O:9])=[C:4]([N+]([O-])=O)[CH:3]=1.[N+](C1C=CC(N)=CC=1O)([O-])=[O:15]>[Cu]Cl>[N+:8]([C:5]1[CH:6]=[CH:7][C:2]([Cl:1])=[CH:3][C:4]=1[OH:15])([O-:10])=[O:9]. Procedure details: It is known that the fluorine compound mentioned may be prepared over long reaction times (32 hours) in ethers such as dioxane, using phase transfer catalysis at low temperatures (30° C.) (JP 63310851 A2). Working in water produces an isomeric ratio of about 7:1. Nothing is known from this source about the separation of the isomers. Furthermore, it is known that the chlorine compound may also be prepared in solvent/water mixtures in yields of about 90% (DE 29 39 056). In an earlier known process...